Dataset: the Open Reaction Database (ORD), a public repository of structured organic reaction records. Task: describe an organic reaction: reactants, conditions, products, and yield The reactants are ClC=1C(=C(C(=O)O)C=CC1)S (3-Chloro-2-mercaptobenzoic acid), C(C)(=O)OC(C)=O (acetic anhydride), Cl (hydrochloric acid). Solvent: C(C)(=O)O (acetic acid). The product is C(C)(=O)SC1=C(C(=O)O)C=CC=C1Cl (2-Acetylthio-3-chlorobenzoic acid). As a reaction SMILES: [Cl:1][C:2]1[C:3]([SH:11])=[C:4]([CH:8]=[CH:9][CH:10]=1)[C:5]([OH:7])=[O:6].[C:12](OC(=O)C)(=[O:14])[CH3:13].Cl>C(O)(=O)C>[C:12]([S:11][C:3]1[C:2]([Cl:1])=[CH:10][CH:9]=[CH:8][C:4]=1[C:5]([OH:7])=[O:6])(=[O:14])[CH3:13]. Reported procedure: 3-Chloro-2-mercaptobenzoic acid (9.8 g, 52 mmol), acetic anhydride (6.3 g, 62 mmol) and glacial acetic acid (22 ml) were heated at 80° C. for 4 hours, then cooled and mixed with dilute hydrochloric acid. The reactants are CN(Cc1ccc(Cl)cc1Cl)CC(O)c1ccc(Br)cc1, ClCCl. Product: CN1Cc2c(Cl)cc(Cl)cc2C(c2ccc(Br)cc2)C1. As a reaction SMILES: [Cl:1][c:2]1[c:3]([CH2:4][N:5]([CH2:6][CH:7]([OH:8])[c:9]2[cH:10][cH:11][c:12]([Br:15])[cH:13][cH:14]2)[CH3:16])[cH:17][cH:18][c:19]([Cl:21])[cH:20]1.[Cl:22][CH2:23][Cl:24]>>[Cl:1][c:2]1[c:3]2[c:17]([cH:18][c:19]([Cl:21])[cH:20]1)[CH:7]([c:9]1[cH:10][cH:11][c:12]([Br:15])[cH:13][cH:14]1)[CH2:6][N:5]([CH3:16])[CH2:4]2. Starting materials: CN1CCN(CC1)C(=O)C1=CC(=CC=C1)[N+](=O)[O-] ((4-Methyl-piperazin-1-yl)-(3-nitro-phenyl)-methanone), C(C)O (Ethanol), [H][H] (hydrogen). Reagents/catalysts: [Pd] (Palladium on Carbon). Yields the product NC=1C=C(C=CC1)C(=O)N1CCN(CC1)C ((3-Amino-phenyl)-(4-methyl-piperazin-1-yl)-methanone). The yield is 80.9%. As a reaction SMILES: [CH3:1][N:2]1[CH2:7][CH2:6][N:5]([C:8]([C:10]2[CH:15]=[CH:14][CH:13]=[C:12]([N+:16]([O-])=O)[CH:11]=2)=[O:9])[CH2:4][CH2:3]1.C(O)C.[H][H]>[Pd]>[NH2:16][C:12]1[CH:11]=[C:10]([C:8]([N:5]2[CH2:6][CH2:7][N:2]([CH3:1])[CH2:3][CH2:4]2)=[O:9])[CH:15]=[CH:14][CH:13]=1. Procedure: (4-Methyl-piperazin-1-yl)-(3-nitro-phenyl)-methanone (2.46 g, 9.87 mmol) was dissolved in Ethanol (30.0 mL, 514 mmol) and the solution was carefully added to a Parr vessel containing 10% Palladium on Carbon (0.750 g, 56.2 mmol) under nitrogen. The mixture was then placed on a Parr hydrogenation apparatus and was allowed to shake at 55 psi until uptake of hydrogen ceased. The catalyst was then filtered to afford 1.75 g of (3-Amino-phenyl)-(4-methyl-piperazin-1-yl)-methanone without further purifi... The reactants are [Si](C)(C)(C(C)(C)C)O[C@@H]1C(C(N([C@H]1C)C1=C(C(=C(C#N)C=C1)Cl)C)=O)(C)C (rac-4-[(4R,5S)-4-(tert-butyldimethylsilyloxy)-3,3,5-trimethyl-2-oxopyrrolidin-1-yl]-2-chloro-3-methylbenzonitrile), [F-].C(CCC)[N+](CCCC)(CCCC)CCCC.C1CCOC1 (tetrabutylammonium fluoride THF), O (water). Run in C1CCOC1 (THF). Conditions: time 17 hour. Yields the product ClC1=C(C#N)C=CC(=C1C)N1C(C([C@H]([C@@H]1C)O)(C)C)=O (rac-2-chloro-4-[(4R,5S)-4-hydroxy-3,3,5-trimethyl-2-oxopyrrolidin-1-yl]-3-methylbenzonitrile). Yield: 55.9%. RXN SMILES: [Si]([O:8][C@H:9]1[C@H:13]([CH3:14])[N:12]([C:15]2[CH:22]=[CH:21][C:18]([C:19]#[N:20])=[C:17]([Cl:23])[C:16]=2[CH3:24])[C:11](=[O:25])[C:10]1([CH3:27])[CH3:26])(C(C)(C)C)(C)C.[F-].C([N+](CCCC)(CCCC)CCCC)CCC.C1COCC1.O>C1COCC1>[Cl:23][C:17]1[C:16]([CH3:24])=[C:15]([N:12]2[C@@H:13]([CH3:14])[C@H:9]([OH:8])[C:10]([CH3:27])([CH3:26])[C:11]2=[O:25])[CH:22]=[CH:21][C:18]=1[C:19]#[N:20] |f:1.2.3|. Procedure: To a solution of rac-4-[(4R,5S)-4-(tert-butyldimethylsilyloxy)-3,3,5-trimethyl-2-oxopyrrolidin-1-yl]-2-chloro-3-methylbenzonitrile (103 mg) in THF (5 mL) was added tetrabutylammonium fluoride-THF solution (1.00 mL, 1 mol/L), and the mixture was stirred at room temperature for 17 hr. The reaction mixture was added to water, and the mixture was extracted with ethyl acetate. The extract was washed with saturated brine, dried over anhydrous magnesium sulfate, and concentrated under reduced pressure.... The reactants are COc1ccc(C(=O)CBr)cc1Br, CCc1cc2c(=O)[nH]c(=O)n(Cc3ccc(-c4ccccc4C#N)cc3)c2s1, CN(C)C=O, CCOC(C)=O, [H-], [Na+]. RXN SMILES: [Br:29][CH2:30][C:31](=[O:32])[c:33]1[cH:34][c:35]([Br:41])[c:36]([O:39][CH3:40])[cH:37][cH:38]1.[CH2:1]([CH3:2])[c:3]1[cH:4][c:5]2[c:6]([n:7]([CH2:13][c:14]3[cH:15][cH:16][c:17](-[c:20]4[c:21]([C:26]#[N:27])[cH:22][cH:23][cH:24][cH:25]4)[cH:18][cH:19]3)[c:8](=[O:12])[nH:9][c:10]2=[O:11])[s:28]1.[CH3:42][N:43]([CH3:44])[CH:45]=[O:46].[CH3:49][CH2:50][O:51][C:52](=[O:53])[CH3:54].[H-:47].[Na+:48]>>[CH2:1]([CH3:2])[c:3]1[cH:4][c:5]2[c:6]([n:7]([CH2:13][c:14]3[cH:15][cH:16][c:17](-[c:20]4[c:21]([C:26]#[N:27])[cH:22][cH:23][cH:24][cH:25]4)[cH:18][cH:19]3)[c:8](=[O:12])[n:9]([CH2:30][C:31](=[O:32])[c:33]3[cH:34][c:35]([Br:41])[c:36]([O:39][CH3:40])[cH:37][cH:38]3)[c:10]2=[O:11])[s:28]1. Product: CCc1cc2c(=O)n(CC(=O)c3ccc(OC)c(Br)c3)c(=O)n(Cc3ccc(-c4ccccc4C#N)cc3)c2s1. The reactants are N(C1=CC=CC=C1)C1=C(C(=O)N)C=CC(=C1)OC (2-anilino-4-methoxybenzamide), C(C(C)(C)C)(=O)Cl (pivaloyl chloride). Solvent: ClC(C)Cl (dichloroethane). Yields the product C(C)(C)(C)C=1N(C2=CC(=CC=C2C(N1)=O)OC)C1=CC=CC=C1 (2-tert-butyl-7-methoxy-1-phenylquinazolin-4(1H)-one). Reaction SMILES: [NH:1]([C:8]1[CH:16]=[C:15]([O:17][CH3:18])[CH:14]=[CH:13][C:9]=1[C:10]([NH2:12])=[O:11])[C:2]1[CH:7]=[CH:6][CH:5]=[CH:4][CH:3]=1.[C:19](Cl)(=O)[C:20]([CH3:23])([CH3:22])[CH3:21]>ClC(Cl)C>[C:20]([C:23]1[N:1]([C:2]2[CH:3]=[CH:4][CH:5]=[CH:6][CH:7]=2)[C:8]2[C:9]([C:10](=[O:11])[N:12]=1)=[CH:13][CH:14]=[C:15]([O:17][CH3:18])[CH:16]=2)([CH3:22])([CH3:21])[CH3:19]. Procedure: To a solution of 2-anilino-4-methoxybenzamide (150 mg) in 5 mL dichloroethane was added pivaloyl chloride (0.229 mL), and the reaction was heated at reflux for 7 h. The reaction was cooled and partially concentrated, then diluted with ethyl ether, and the resulting precipitate was isolated by filtration to give 180 mg of a solid product. This material was dissolved in CH2Cl2 and washed with 10% sodium carbonate. The organic solution was dried (Na2SO4) and concentrated to give the titled compound... Starting materials: C1CCOC1, Clc1nc2ccccc2nc1Cl, [H-], [Na+], Oc1ccccc1. RXN SMILES: [CH2:22]1[O:23][CH2:24][CH2:25][CH2:26]1.[Cl:10][c:11]1[n:12][c:13]2[cH:14][cH:15][cH:16][cH:17][c:18]2[n:19][c:20]1[Cl:21].[H-:8].[Na+:9].[OH:1][c:2]1[cH:3][cH:4][cH:5][cH:6][cH:7]1>>[O:1]([c:2]1[cH:3][cH:4][cH:5][cH:6][cH:7]1)[c:20]1[c:11]([Cl:10])[n:12][c:13]2[cH:14][cH:15][cH:16][cH:17][c:18]2[n:19]1. Product: Clc1nc2ccccc2nc1Oc1ccccc1. Starting materials: NCCNC(=O)OCc1ccccc1, CN1CCOCC1, CCN=C=NCCCN(C)C, ClCCl, Cl, Cl, O, O, Oc1cccc2[nH]nnc12, O=C(O)C1CCCCN1c1nc2ccccc2o1. Yields the product O=C(NCCNC(=O)C1CCCCN1c1nc2ccccc2o1)OCc1ccccc1. As a reaction SMILES: [CH2:38]([c:39]1[cH:40][cH:41][cH:42][cH:43][cH:44]1)[O:45][C:46](=[O:47])[NH:48][CH2:49][CH2:50][NH2:51].[CH3:1][N:2]1[CH2:3][CH2:4][O:5][CH2:6][CH2:7]1.[CH3:53][N:54]([CH3:55])[CH2:56][CH2:57][CH2:58][N:59]=[C:60]=[N:61][CH2:62][CH3:63].[Cl:64][CH2:65][Cl:66].[ClH:37].[ClH:52].[OH2:26].[OH2:67].[OH:27][c:28]1[c:29]2[n:30][n:31][nH:32][c:33]2[cH:34][cH:35][cH:36]1.[o:8]1[c:9]([N:17]2[CH:18]([C:23](=[O:24])[OH:25])[CH2:19][CH2:20][CH2:21][CH2:22]2)[n:10][c:11]2[c:12]1[cH:13][cH:14][cH:15][cH:16]2>>[o:8]1[c:9]([N:17]2[CH:18]([C:23](=[O:25])[NH:51][CH2:50][CH2:49][NH:48][C:46]([O:45][CH2:38][c:39]3[cH:40][cH:41][cH:42][cH:43][cH:44]3)=[O:47])[CH2:19][CH2:20][CH2:21][CH2:22]2)[n:10][c:11]2[c:12]1[cH:13][cH:14][cH:15][cH:16]2. Reactants: C12C(C3CC(CC(C1)C3)C2)N2C(NC(=C2)CC(F)(F)F)=O (1-adamantan-2-yl-4-(2,2,2-trifluoro-ethyl)-1,3-dihydro-imidazol-2-one), BrCC1CC1 (bromomethylcyclopropane). Product: C12C(C3CC(CC(C1)C3)C2)N2C(N(C(=C2)CC(F)(F)F)CC2CC2)=O (1-Adamantan-2-yl-3-cyclopropylmethyl-4-(2,2,2-trifluoro-ethyl)-1,3-dihydro-imidazol-2-one), solid. Reaction SMILES: [CH:1]12[CH2:10][CH:5]3[CH2:6][CH:7]([CH2:9][CH:3]([CH2:4]3)[CH:2]1[N:11]1[CH:15]=[C:14]([CH2:16][C:17]([F:20])([F:19])[F:18])[NH:13][C:12]1=[O:21])[CH2:8]2.Br[CH2:23][CH:24]1[CH2:26][CH2:25]1>>[CH:1]12[CH2:8][CH:7]3[CH2:6][CH:5]([CH2:4][CH:3]([CH2:9]3)[CH:2]1[N:11]1[CH:15]=[C:14]([CH2:16][C:17]([F:20])([F:18])[F:19])[N:13]([CH2:23][CH:24]3[CH2:26][CH2:25]3)[C:12]1=[O:21])[CH2:10]2. Reported procedure: This material was obtained in analogy to the procedure outlined in example 23 from 1-adamantan-2-yl-4-(2,2,2-trifluoro-ethyl)-1,3-dihydro-imidazol-2-one (obtained in example 16, 100 mg) by alkylation with bromomethylcyclopropane (67 mg). 1-Adamantan-2-yl-3-cyclopropylmethyl-4-(2,2,2-trifluoro-ethyl)-1,3-dihydro-imidazol-2-one was obtained as a light yellow solid (72 mg). MS (EI): 354.2 (M+).